This data is from the Open Reaction Database (ORD), a public repository of structured organic reaction records. The task is: describe an organic reaction: reactants, conditions, products, and yield Reactants: COC([C@H](C)N(CC=O)C(=O)OCC1=CC=CC=C1)=O ((S)-2-[benzyloxycarbonyl-(2-oxo-ethyl)-amino]-propionic acid methyl ester), COC([C@H](C)N(CC=O)C(=O)OCC1=CC=CC=C1)=O ((S)-2-[benzyloxycarbonyl-(2-oxo-ethyl)-amino]-propionic acid methyl ester), N[C@@H](CCC(=O)N1C[C@H](C2(CC2)CC1)O)CO ((S)-4-amino-5-hydroxy-1-((S)-4-hydroxy-6-aza-spiro[2.5]oct-6-yl)-pentan-1-one), C(C1=CC=CC=C1)OC(=O)N1C[C@H]2N(C([C@@H]1C)=O)[C@H](CO2)CCC(=O)N2C[C@H](C1(CC1)CC2)O ((3S,6S,8aS)-3-[3-((S)-4-hydroxy-6-aza-spiro[2.5]oct-6-yl)-3-oxo-propyl]-6-methyl-5-oxo-hexahydro-oxazolo[3,2-a]pyrazine-7-carboxylic acid benzyl ester). The product is C(C1=CC=CC=C1)OC(=O)N1C[C@@H]2N(C([C@@H]1C)=O)[C@H](CO2)CCC(=O)N2C[C@H](C1(CC1)CC2)O ((3S,6S,8aR)-3-[3-((S)-4-Hydroxy-6-aza-spiro[2.5]oct-6-yl)-3-oxo-propyl]-6-methyl-5-oxo-hexahydro-oxazolo[3,2-a]pyrazine-7-carboxylic acid benzyl ester). Reaction SMILES: COC(=O)[C@@H](N(C(OCC1C=CC=CC=1)=O)CC=O)C.N[C@H](CO)CCC(N1CCC2(CC2)[C@H](O)C1)=O.[CH2:38]([O:45][C:46]([N:48]1[C@@H:53]([CH3:54])[C:52](=[O:55])[N:51]2[C@@H:56]([CH2:59][CH2:60][C:61]([N:63]3[CH2:70][CH2:69][C:66]4([CH2:68][CH2:67]4)[C@H:65]([OH:71])[CH2:64]3)=[O:62])[CH2:57][O:58][C@H:50]2[CH2:49]1)=[O:47])[C:39]1[CH:44]=[CH:43][CH:42]=[CH:41][CH:40]=1>>[CH2:38]([O:45][C:46]([N:48]1[C@@H:53]([CH3:54])[C:52](=[O:55])[N:51]2[C@@H:56]([CH2:59][CH2:60][C:61]([N:63]3[CH2:70][CH2:69][C:66]4([CH2:67][CH2:68]4)[C@H:65]([OH:71])[CH2:64]3)=[O:62])[CH2:57][O:58][C@@H:50]2[CH2:49]1)=[O:47])[C:39]1[CH:44]=[CH:43][CH:42]=[CH:41][CH:40]=1. Reported procedure: Condensation of (S)-2-[benzyloxycarbonyl-(2-oxo-ethyl)-amino]-propionic acid methyl ester (intermediate 1) with (S)-4-amino-5-hydroxy-1-((S)-4-hydroxy-6-aza-spiro[2.5]oct-6-yl)-pentan-1-one in analogy with examples 1/2F produced a nearly statistical mixture of the title compound [light brown gum, MS: 472.4 (M+H)+], and its epimer, (3S,6S,8aS)-3-[3-((S)-4-hydroxy-6-aza-spiro[2.5]oct-6-yl)-3-oxo-propyl]-6-methyl-5-oxo-hexahydro-oxazolo[3,2-a]pyrazine-7-carboxylic acid benzyl ester [light brown gum... Reaction SMILES: C([Li])CCC.Br[C:7]1[N:12]=[C:11]2[CH2:13][CH2:14][CH2:15][CH2:16][CH2:17][C:10]2=[CH:9][C:8]=1[CH3:18].[N:19]1[CH:24]=[CH:23][CH:22]=[C:21]([CH:25]=[O:26])[CH:20]=1.O>CCCCCC.C1(C)C=CC=CC=1>[CH3:18][C:8]1[CH:9]=[C:10]2[CH2:17][CH2:16][CH2:15][CH2:14][CH2:13][C:11]2=[N:12][C:7]=1[CH:25]([C:21]1[CH:20]=[N:19][CH:24]=[CH:23][CH:22]=1)[OH:26]. The reactants are C(CCC)[Li] (n-butyl lithium), BrC1=C(C=C2C(=N1)CCCCC2)C (2-bromo-6,7,8,9-tetrahydro-3-methyl-5H-cyclohepta[b]pyridine), O (water), N1=CC(=CC=C1)C=O (3-pyridine carboxaldehyde). The product is CC=1C=C2C(=NC1C(O)C=1C=NC=CC1)CCCCC2 (1-(6,7,8,9-tetrahydro-3-methyl-5H-cyclohepta[b]pyrid-2-yl)-1-(pyrid-3-yl)methanol). The solvent is CCCCCC (n-hexane), C1(=CC=CC=C1)C (toluene), C1(=CC=CC=C1)C (toluene), C1(=CC=CC=C1)C (toluene). Yield: 64.4%. Procedure: To a solution of 1.6M n-butyl lithium in n-hexane (16.5 ml) in toluene (20 ml) at -20° C., under nitrogen, was added a solution of 2-bromo-6,7,8,9-tetrahydro-3-methyl-5H-cyclohepta[b]pyridine (6 g, 0.025 m) in toluene (30 ml) and kept at -20° C. for 0.25 hours. This was blown over into a solution of 3-pyridine carboxaldehyde (2.7 g) in toluene (30 ml) kept at -20° C. The solution was allowed to warm up to room temperature and water added. The organic phase was separated, dried (MgSO4) and evapor... Reaction conditions: time 0.25 hour. Reactants: N1C(OC(C2=C1C=CS2)=O)=O (2H-thieno[3,2-d][1,3]oxazine-2,4(1H)-dione), NCC1CCN(CC1)C(=O)OC(C)(C)C (4-(aminomethyl)-1-tert-butoxycarbonylpiperidine). The solvent is COCCOC (1,2-dimethoxyethane). The product is NC1=C(SC=C1)C(=O)NCC1CCN(CC1)C(=O)OC(C)(C)C (3-amino-N-(1-tert-butoxycarbonyl-4-piperidylmethyl)thiophene-2-carboxamide). The yield is 41.6%. As a reaction SMILES: [NH:1]1[C:6]2[CH:7]=[CH:8][S:9][C:5]=2[C:4](=[O:10])OC1=O.[NH2:12][CH2:13][CH:14]1[CH2:19][CH2:18][N:17]([C:20]([O:22][C:23]([CH3:26])([CH3:25])[CH3:24])=[O:21])[CH2:16][CH2:15]1>COCCOC>[NH2:1][C:6]1[CH:7]=[CH:8][S:9][C:5]=1[C:4]([NH:12][CH2:13][CH:14]1[CH2:19][CH2:18][N:17]([C:20]([O:22][C:23]([CH3:26])([CH3:25])[CH3:24])=[O:21])[CH2:16][CH2:15]1)=[O:10]. Procedure details: A solution of 2H-thieno[3,2-d][1,3]oxazine-2,4(1H)-dione (3.1 g) and 4-(aminomethyl)-1-tert-butoxycarbonylpiperidine (3.9 g) in 1,2-dimethoxyethane (50 ml) was stirred at ambient temperature for 5 hours. The solvent was removed in vacuo and the residue purified by flash chromatography over silica eluting with ether. Appropriate fractions were combined and the solvent evaporated to give 3-amino-N-(1-tert-butoxycarbonyl-4-piperidylmethyl)thiophene-2-carboxamide as a colourless solid (2.57 g). Starting materials: CCCC[N+](CCCC)(CCCC)CCCC, C1CCOC1, COC(=O)c1ccc(OCCc2c(CCO[Si](c3ccccc3)(c3ccccc3)C(C)(C)C)n(C(c3ccccc3)c3ccccc3)c3ccc(Cl)cc23)cc1OC(C)C, [F-]. The product is COC(=O)c1ccc(OCCc2c(CCO)n(C(c3ccccc3)c3ccccc3)c3ccc(Cl)cc23)cc1OC(C)C. Reaction SMILES: [CH2:2]([N+:3]([CH2:4][CH2:5][CH2:6][CH3:7])([CH2:8][CH2:9][CH2:10][CH3:11])[CH2:12][CH2:13][CH2:14][CH3:15])[CH2:16][CH2:17][CH3:18].[CH2:79]1[O:80][CH2:81][CH2:82][CH2:83]1.[CH3:19][O:20][C:21]([c:22]1[c:23]([O:74][CH:75]([CH3:76])[CH3:77])[cH:24][c:25]([O:28][CH2:29][CH2:30][c:31]2[c:32]([CH2:54][CH2:55][O:56][Si:57]([C:58]([CH3:59])([CH3:60])[CH3:61])([c:62]3[cH:63][cH:64][cH:65][cH:66][cH:67]3)[c:68]3[cH:69][cH:70][cH:71][cH:72][cH:73]3)[n:33]([CH:41]([c:42]3[cH:43][cH:44][cH:45][cH:46][cH:47]3)[c:48]3[cH:49][cH:50][cH:51][cH:52][cH:53]3)[c:34]3[cH:35][cH:36][c:37]([Cl:40])[cH:38][c:39]23)[cH:26][cH:27]1)=[O:78].[F-:1]>>[CH3:19][O:20][C:21]([c:22]1[c:23]([O:74][CH:75]([CH3:76])[CH3:77])[cH:24][c:25]([O:28][CH2:29][CH2:30][c:31]2[c:32]([CH2:54][CH2:55][OH:56])[n:33]([CH:41]([c:42]3[cH:43][cH:44][cH:45][cH:46][cH:47]3)[c:48]3[cH:49][cH:50][cH:51][cH:52][cH:53]3)[c:34]3[cH:35][cH:36][c:37]([Cl:40])[cH:38][c:39]23)[cH:26][cH:27]1)=[O:78]. The reactants are C(C)OC(C(CC1=CC(=NC=C1[N+](=O)[O-])Br)=O)=O (3-(2-bromo-5-nitropyridin-4-yl)-2-oxopropionic acid ethyl ester), [Cl-].[NH4+] (ammonium chloride). The reagents and catalysts are [Fe] (iron). The solvent is C1CCOC1 (THF), C(C)O (ethanol). Yields the product C(C)OC(=O)C1=CC=2C(=CN=C(C2)Br)N1 (5-Bromo-1H-pyrrolo[2,3-c]pyridine-2-carboxylic acid ethyl ester). RXN SMILES: [CH2:1]([O:3][C:4](=[O:18])[C:5](=O)[CH2:6][C:7]1[C:12]([N+:13]([O-])=O)=[CH:11][N:10]=[C:9]([Br:16])[CH:8]=1)[CH3:2].[Cl-].[NH4+]>C1COCC1.C(O)C.[Fe]>[CH2:1]([O:3][C:4]([C:5]1[NH:13][C:12]2=[CH:11][N:10]=[C:9]([Br:16])[CH:8]=[C:7]2[CH:6]=1)=[O:18])[CH3:2] |f:1.2|. Procedure: Route A: To a solution of 3-(2-bromo-5-nitropyridin-4-yl)-2-oxopropionic acid ethyl ester (Preparation 25, 3.38 g, 10.7 mmol) in THF (50 mL) and ethanol (100 mL) was added saturated ammonium chloride solution (50 mL) and iron powder (3.57 g, 64.0 mmol) and the reaction heated under reflux for 2 h. The reaction mixture was filtered through celite and washed several times with ethyl acetate. The solvent was removed in vacuo and the remainder partitioned between saturated sodium hydrogen carbonate ... The reactants are Br, O=C(Nc1ccc(O)c(C(=O)Nc2nnn[nH]2)c1)OCc1ccccc1, CC(=O)O, CCOCC. The product is Br, Nc1ccc(O)c(C(=O)Nc2nnn[nH]2)c1. As a reaction SMILES: [BrH:5].[CH2:6]([O:7][C:8](=[O:9])[NH:16][c:17]1[cH:18][cH:19][c:20]([OH:31])[c:21]([C:22](=[O:23])[NH:24][c:25]2[n:26][n:27][n:28][nH:29]2)[cH:30]1)[c:10]1[cH:11][cH:12][cH:13][cH:14][cH:15]1.[CH3:1][C:2](=[O:3])[OH:4].[CH3:32][CH2:33][O:34][CH2:35][CH3:36]>>[BrH:5].[NH2:16][c:17]1[cH:18][cH:19][c:20]([OH:31])[c:21]([C:22](=[O:23])[NH:24][c:25]2[n:26][n:27][n:28][nH:29]2)[cH:30]1.